From a dataset of the Open Reaction Database (ORD), a public repository of structured organic reaction records. describe an organic reaction: reactants, conditions, products, and yield The reactants are C(=O)(O)[O-].[Na+] (NaHCO3), CSC1=NC=CC(=N1)OCC1=CC=CC=C1 (2-(methylthio)-4-[(phenylmethyl)oxy]pyrimidine), OOS(=O)[O-].[K+] (Oxone). Run in C1CCOC1.CO (THF MeOH), O (water). Yields the product CS(=O)(=O)C1=NC=CC(=N1)OCC1=CC=CC=C1 (2-(methylsulfonyl)-4-[(phenylmethyl)oxy]pyrimidine). As a reaction SMILES: CS[C:3]1[N:8]=[C:7]([O:9][CH2:10][C:11]2[CH:16]=[CH:15][CH:14]=[CH:13][CH:12]=2)[CH:6]=[CH:5][N:4]=1.O[O:18][S:19]([O-:21])=O.[K+].[C:23]([O-])(O)=O.[Na+]>C1COCC1.CO.O>[CH3:23][S:19]([C:3]1[N:8]=[C:7]([O:9][CH2:10][C:11]2[CH:16]=[CH:15][CH:14]=[CH:13][CH:12]=2)[CH:6]=[CH:5][N:4]=1)(=[O:21])=[O:18] |f:1.2,3.4,5.6|. Procedure details: To a solution of 2-(methylthio)-4-[(phenylmethyl)oxy]pyrimidine (P9, 245 mg) in THF/MeOH 1/1 (15.6 mL) was added a solution of Oxone® (2.6 g) in water (14 mL). After 40 min a saturated NaHCO3 solution was added and the mixture was extracted with ethyl acetate. The organic phase was washed with brine, dried over anhydrous Na2SO4 filtered and concentrated under reduced pressure. The crude product was purified by a silica SPE cartridge (10 g) eluting with dichloromethane/methanol from 100/0 to 99/1... Reactants: C26H28NO5S, BrCC=1C=C(C=CC1)C1=CC=CC=C1 (3-(bromomethyl)biphenyl), CCN(CC)P1(=NC(C)(C)C)N(CCCN1C)C (BEMP), CC1(OC2=CC=C(C=C2CC1)S(=O)(=O)NCC(=O)OC(C)(C)C)C (tert-butyl 2-(2,2-dimethylchroman-6-sulfonamido)acetate). Run in C(C)#N (acetonitrile). Reaction conditions: temperature 90 celsius, time 2 day. Yields the product C1(=C(C=CC=C1)CN(S(=O)(=O)C=1C=C2CCC(OC2=CC1)(C)C)CC(=O)O)C1=CC=CC=C1 (2-(N-(biphenyl-2-ylmethyl)-2,2-dimethylchroman-6-sulfonamido)acetic acid). Yield: 66.0%. Reaction SMILES: BrC[C:3]1[CH:4]=[C:5]([C:9]2[CH:14]=[CH:13][CH:12]=[CH:11][CH:10]=2)[CH:6]=[CH:7][CH:8]=1.[CH3:15]CN(P1(N(C)CCCN1C)=NC(C)(C)C)CC.[CH3:33][C:34]1([CH3:56])[CH2:43][CH2:42][C:41]2[C:36](=[CH:37][CH:38]=[C:39]([S:44]([NH:47][CH2:48][C:49]([O:51]C(C)(C)C)=[O:50])(=[O:46])=[O:45])[CH:40]=2)[O:35]1>C(#N)C>[C:9]1([C:5]2[CH:4]=[CH:3][CH:8]=[CH:7][CH:6]=2)[CH:10]=[CH:11][CH:12]=[CH:13][C:14]=1[CH2:15][N:47]([CH2:48][C:49]([OH:51])=[O:50])[S:44]([C:39]1[CH:40]=[C:41]2[C:36](=[CH:37][CH:38]=1)[O:35][C:34]([CH3:56])([CH3:33])[CH2:43][CH2:42]2)(=[O:46])=[O:45]. Reported procedure: To a Wheaton vial containing 3-(bromomethyl)biphenyl (22.2 mg, 0.090 mmol) and resin-supported BEMP (52 mg, 0.095 mmol) was added a solution of tert-butyl 2-(2,2-dimethylchroman-6-sulfonamido)acetate (18 mg, 0.05 mmol) in acetonitrile (1 mL). The mixture was heated to 90° C. and shaken vigorously for two days. The reaction mixture was filtered, and the filtrate was concentrated. The crude product was taken in dichloromethane (0.5 mL) and trifluroacetic acid (0.5 mL) was added. The mixture was sh... The reactants are C1CCOC1, CCOC(=O)Cl, c1ccc2cnccc2c1. The product is [Cl-], CCOC(=O)c1nccc2ccccc12. Reaction SMILES: [CH2:17]1[O:18][CH2:19][CH2:20][CH2:21]1.[Cl:11][C:12](=[O:13])[O:14][CH2:15][CH3:16].[cH:1]1[cH:2][cH:3][c:4]2[cH:5][n:6][cH:7][cH:8][c:9]2[cH:10]1>>[Cl-:11].[cH:1]1[cH:2][cH:3][c:4]2[c:5]([C:12](=[O:13])[O:14][CH2:15][CH3:16])[n:6][cH:7][cH:8][c:9]2[cH:10]1. The reactants are CC(C)(O)c1nc2c(N3CCOCC3)nc(Cl)nc2[nH]1, CI. Yields the product Cn1c(C(C)(C)O)nc2c(N3CCOCC3)nc(Cl)nc21. As a reaction SMILES: [Cl:1][c:2]1[n:3][c:4]([N:15]2[CH2:16][CH2:17][O:18][CH2:19][CH2:20]2)[c:5]2[n:6][c:7]([C:11]([CH3:12])([CH3:13])[OH:14])[nH:8][c:9]2[n:10]1.[I:21][CH3:22]>>[Cl:1][c:2]1[n:3][c:4]([N:15]2[CH2:16][CH2:17][O:18][CH2:19][CH2:20]2)[c:5]2[n:6][c:7]([C:11]([CH3:12])([CH3:13])[OH:14])[n:8]([CH3:22])[c:9]2[n:10]1.